This data is from the Open Reaction Database (ORD), a public repository of structured organic reaction records. The task is: describe an organic reaction: reactants, conditions, products, and yield Starting materials: C=CCN(CCC(=O)OCC)C(=O)OC(C)(C)C, CO, [K+], [Li+], [OH-], O=S(=O)([O-])O. RXN SMILES: [C:1]([CH3:2])([CH3:3])([CH3:4])[O:5][C:6](=[O:7])[N:8]([CH2:9][CH2:10][C:11](=[O:12])[O:13][CH2:14][CH3:15])[CH2:16][CH:17]=[CH2:18].[CH3:27][OH:28].[K+:26].[Li+:20].[OH-:19].[S:21](=[O:22])(=[O:23])([OH:24])[O-:25]>>[C:1]([CH3:2])([CH3:3])([CH3:4])[O:5][C:6](=[O:7])[N:8]([CH2:9][CH2:10][C:11](=[O:12])[OH:13])[CH2:16][CH:17]=[CH2:18]. The product is C=CCN(CCC(=O)O)C(=O)OC(C)(C)C. Starting materials: CC(=CC(=O)NC1=C(C(=O)OC)C=CC=C1)C (methyl 2-(3-methyl-but-2-enoylamino)benzoate), [Cl-].[Cl-].[Cl-].[Al+3] (aluminium trichloride). The solvent is ClCCCl (1,2-dichloroethane), ClCCl (dichloromethane). Yields the product CC1(CC(NC2=C(C=CC=C12)C(=O)OC)=O)C (Methyl 4,4-dimethyl-2-oxo-1,2,3,4-tetrahydroquinoline-8-carboxylate), SiO2. RXN SMILES: [CH3:1][C:2]([CH3:17])=[CH:3][C:4]([NH:6][C:7]1[CH:16]=[CH:15][CH:14]=[CH:13][C:8]=1[C:9]([O:11][CH3:12])=[O:10])=[O:5].[Cl-].[Cl-].[Cl-].[Al+3]>ClCCCl.ClCCl>[CH3:1][C:2]1([CH3:17])[C:16]2[C:7](=[C:8]([C:9]([O:11][CH3:12])=[O:10])[CH:13]=[CH:14][CH:15]=2)[NH:6][C:4](=[O:5])[CH2:3]1 |f:1.2.3.4|. Procedure: A solution of 15.18 g of methyl 2-(3-methyl-but-2-enoylamino)benzoate and 35.07 g of aluminium trichloride in 250 ml of 1,2-dichloroethane is stirred at reflux over 30 minutes. The reaction mixture is cooled to room temperature, diluted with dichloromethane, washed with 1N HCl (2×) and brine, dried over sodium sulphate and concentrated by evaporation. The title compound is obtained as a brown solid from the residue by means of flash chromatography (SiO2 60F). Rf=0.21 (3:7 EtOAc-heptane); Rt=3.98... The reactants are N1=C(OC2=NC=CC=C21)C=2C(=NC=C(C2)C=2C=NN(C2)C2CCNCC2)N (3-Oxazolo[5,4-b]pyridin-2-yl-5-[1-(4-piperidyl)pyrazol-4-yl]pyridin-2-amine), COC1=C(C=CC(=C1)B1OC(C(O1)(C)C)(C)C)O (2-methoxy-4-(4,4,5,5-tetramethyl-1,3,2-dioxaborolan-2-yl)phenol). The product is NC1=C(C=C(C=N1)C1=CC(=C(C=C1)O)OC)C=1OC2=NC=CC=C2N1 (4-(6-amino-5-oxazolo[5,4-b]pyridin-2-yl-3-pyridyl)-2-methoxy-phenol). The yield is 101.6%. As a reaction SMILES: [N:1]1[C:9]2[C:4](=[N:5][CH:6]=[CH:7][CH:8]=2)[O:3][C:2]=1[C:10]1[C:11]([NH2:27])=[N:12][CH:13]=[C:14]([C:16]2[CH:17]=NN(C3CCNCC3)[CH:20]=2)[CH:15]=1.[CH3:28][O:29][C:30]1C=C(B2OC(C)(C)C(C)(C)O2)C=[CH:32][C:31]=1[OH:45]>>[NH2:27][C:11]1[N:12]=[CH:13][C:14]([C:16]2[CH:20]=[CH:32][C:31]([OH:45])=[C:30]([O:29][CH3:28])[CH:17]=2)=[CH:15][C:10]=1[C:2]1[O:3][C:4]2[C:9]([N:1]=1)=[CH:8][CH:7]=[CH:6][N:5]=2. Procedure: Using the procedure described in the starting material portion of Example 41, 5-bromo-3-oxazolo[5,4-b]pyridin-2-yl-pyridin-2-amine (1 g, Example 9 starting material) and 2-methoxy-4-(4,4,5,5-tetramethyl-1,3,2-dioxaborolan-2-yl)phenol (902 mg) were reacted to afford 4-(6-amino-5-oxazolo[5,4-b]pyridin-2-yl-3-pyridyl)-2-methoxy-phenol (940 mg) as a solid. NMR Spectrum: (DMSOd6) 3.89 (s, 3H), 6.87 (d, 1H), 7.11 (dd, 1H), 7.25 (d, 1H), 7.53 (dd, 1H), 7.74 (bs, 2H), 8.29 (dd, 1H), 8.39 (dd, 1H), 8.44 ... Reactants: ClCCl, OCc1cn2c(n1)sc1cc(F)ccc12, CN(C)C=O, O=[Mn]=O. Product: O=Cc1cn2c(n1)sc1cc(F)ccc12. As a reaction SMILES: [CH2:16]([Cl:17])[Cl:18].[F:1][c:2]1[cH:3][c:4]2[c:5]([n:6]3[c:7]([s:8]2)[n:9][c:10]([CH2:12][OH:13])[cH:11]3)[cH:14][cH:15]1.[O:19]=[CH:20][N:21]([CH3:22])[CH3:23].[O:24]=[Mn:25]=[O:26]>>[F:1][c:2]1[cH:3][c:4]2[c:5]([n:6]3[c:7]([s:8]2)[n:9][c:10]([CH:12]=[O:13])[cH:11]3)[cH:14][cH:15]1. The reactants are C(C)(C)(C)[Si](O[C@H]1C=C[C@H](C1)OC(C)=O)(C)C (acetic acid (1S,4R)-4-(tert-butyl-dimethyl-silanyloxy)-cyclopent-2-enyl ester), [Cl-].[Na+] (sodium chloride), O[C@H]1C=C[C@H](C1)OC(C)=O (acetic acid (1S,4R)-4-hydroxy-cyclopent-2-enyl ester), [N-]=[N+]=[N-].[Na+] (sodium azide), C1(=CC=CC=C1)P(C1=CC=CC=C1)C1=CC=CC=C1 (triphenylphosphine). The reagents and catalysts are C=1C=CC(=CC1)/C=C/C(=O)/C=C/C2=CC=CC=C2.C=1C=CC(=CC1)/C=C/C(=O)/C=C/C2=CC=CC=C2.C=1C=CC(=CC1)/C=C/C(=O)/C=C/C2=CC=CC=C2.[Pd].[Pd] (tris(dibenzylideneacetone)dipalladium(0)). Solvent: O1CCCC1 (tetrahydrofuran), O (water), O1CCCC1 (tetrahydrofuran). Run at temperature 50 celsius. Yields the product N(=[N+]=[N-])[C@@H]1C=C[C@@H](C1)O[Si](C)(C)C(C)(C)C (((1R,4S)-4-Azido-cyclopent-2-enyloxy)-tert-butyl-dimethyl-silane). The yield is 80.7%. As a reaction SMILES: [C:1]([Si:5]([CH3:17])([CH3:16])[O:6][C@@H:7]1[CH2:11][C@H:10](OC(=O)C)[CH:9]=[CH:8]1)([CH3:4])([CH3:3])[CH3:2].O[C@@H]1C[C@H](OC(=O)C)C=C1.[N-:28]=[N+:29]=[N-:30].[Na+].C1(P(C2C=CC=CC=2)C2C=CC=CC=2)C=CC=CC=1.[Cl-].[Na+]>O1CCCC1.O.C1C=CC(/C=C/C(/C=C/C2C=CC=CC=2)=O)=CC=1.C1C=CC(/C=C/C(/C=C/C2C=CC=CC=2)=O)=CC=1.C1C=CC(/C=C/C(/C=C/C2C=CC=CC=2)=O)=CC=1.[Pd].[Pd]>[N:28]([C@H:10]1[CH2:11][C@@H:7]([O:6][Si:5]([C:1]([CH3:4])([CH3:3])[CH3:2])([CH3:17])[CH3:16])[CH:8]=[CH:9]1)=[N+:29]=[N-:30] |f:2.3,5.6,9.10.11.12.13|. Reported procedure: The title compound was prepared by combining a solution of 630 mg (2.46 mmol) of acetic acid (1S,4R)-4-(tert-butyl-dimethyl-silanyloxy)-cyclopent-2-enyl ester [synthesized by silylation of commercially available acetic acid (1S,4R)-4-hydroxy-cyclopent-2-enyl ester (Curran, et al. Tetrahedron 1997, 53, 1983-2004)] in 6 mL tetrahydrofuran with a solution of 320 mg (4.91 mmol) of sodium azide in 1.3 mL of water. To this biphasic mixture was added a solution of 112 mg (0.12 mmol) of tris(dibenzylide... Reactants: CCCCc1oc2ccccc2c1C(=O)N(C)Cc1ccc2c(Br)c(O)ccc2c1, N#CCBr, O=C([O-])[O-], CCOC(C)=O, [K+], [K+], CN(C)C=O. The product is CCCCc1oc2ccccc2c1C(=O)N(C)Cc1ccc2c(Br)c(OCC#N)ccc2c1. Reaction SMILES: [Br:1][c:2]1[c:3]2[cH:4][cH:5][c:6]([CH2:13][N:14]([C:15](=[O:16])[c:17]3[c:18]([CH2:26][CH2:27][CH2:28][CH3:29])[o:19][c:20]4[c:21]3[cH:22][cH:23][cH:24][cH:25]4)[CH3:30])[cH:7][c:8]2[cH:9][cH:10][c:11]1[OH:12].[Br:31][CH2:32][C:33]#[N:34].[C:35](=[O:36])([O-:37])[O-:38].[CH3:46][CH2:47][O:48][C:49](=[O:50])[CH3:51].[K+:39].[K+:40].[O:41]=[CH:42][N:43]([CH3:44])[CH3:45]>>[Br:1][c:2]1[c:3]2[cH:4][cH:5][c:6]([CH2:13][N:14]([C:15](=[O:16])[c:17]3[c:18]([CH2:26][CH2:27][CH2:28][CH3:29])[o:19][c:20]4[c:21]3[cH:22][cH:23][cH:24][cH:25]4)[CH3:30])[cH:7][c:8]2[cH:9][cH:10][c:11]1[O:12][CH2:32][C:33]#[N:34]. Starting materials: ClC1=CC2=C(C3=CC=CC=C3N=C2C=C1)C(=O)O (2-chloro-9-carboxy-acridine), [N+](=[N-])=C (diazomethane). Run in C(Cl)Cl (methylene chloride), C(Cl)Cl (methylene chloride). Conditions: time 90 minute. The product is ClC1=CC2=C(C3=CC=CC=C3N=C2C=C1)C(=O)OC (2-chloro-9 -methoxycarbonylacridine). Reaction SMILES: [Cl:1][C:2]1[CH:15]=[CH:14][C:13]2[C:4](=[C:5]([C:16]([OH:18])=[O:17])[C:6]3[C:11]([N:12]=2)=[CH:10][CH:9]=[CH:8][CH:7]=3)[CH:3]=1.[N+](=[CH2:21])=[N-]>C(Cl)Cl>[Cl:1][C:2]1[CH:15]=[CH:14][C:13]2[C:4](=[C:5]([C:16]([O:18][CH3:21])=[O:17])[C:6]3[C:11]([N:12]=2)=[CH:10][CH:9]=[CH:8][CH:7]=3)[CH:3]=1. Reported procedure: 4.9 gm of 2-chloro-9-carboxy-acridine were suspended in 5 cc of methylene chloride at room temperature and then 60 cc of a methylene chloride solution of diazomethane titrating 17.9 gm per liter was added thereto. The reaction mixture was then stirred for 90 minutes while bubbling nitrogen therethrough to eliminate excess diazomethane. The methylene chloride solution was washed with an aqueous solution of 10% sodium carbonate, then with water, dried over magnesium sulfate, treated with charcoal,... The reactants are COC(CC1=CSC2=C1C(=CC(=C2)OCC=2C(=NC(=CC2)C)C)C=O)=O (methyl(6-((2,6-dimethylpyridin-3-yl)methoxy)-4-formyl-1-benzothiophen-3-yl)acetate), C1CCOC1 (THF), O (water), NOS(=O)(=O)O (hydroxylamine-O-sulfonic acid), O (water). The solvent is CCOC(=O)C (EtOAc), TEA. The product is COC(CC1=CSC2=C1C(=CC(=C2)OCC=2C(=NC(=CC2)C)C)C#N)=O (Methyl(4-cyano-6-((2,6-dimethylpyridin-3-yl)methoxy)-1-benzothiophen-3-yl)acetate). The yield is 96.8%. RXN SMILES: [CH3:1][O:2][C:3](=[O:26])[CH2:4][C:5]1[C:9]2[C:10]([CH:24]=O)=[CH:11][C:12]([O:14][CH2:15][C:16]3[C:17]([CH3:23])=[N:18][C:19]([CH3:22])=[CH:20][CH:21]=3)=[CH:13][C:8]=2[S:7][CH:6]=1.C1COCC1.O.[NH2:33]OS(O)(=O)=O>CCOC(C)=O>[CH3:1][O:2][C:3](=[O:26])[CH2:4][C:5]1[C:9]2[C:10]([C:24]#[N:33])=[CH:11][C:12]([O:14][CH2:15][C:16]3[C:17]([CH3:23])=[N:18][C:19]([CH3:22])=[CH:20][CH:21]=3)=[CH:13][C:8]=2[S:7][CH:6]=1. Procedure details: To a mixture of methyl(6-((2,6-dimethylpyridin-3-yl)methoxy)-4-formyl-1-benzothiophen-3-yl)acetate (100 mg), THF (5 mL) and water (5 mL) was added hydroxylamine-O-sulfonic acid (45.9 mg) at room temperature, and the mixture was refluxed for 48 h. The suspension was diluted with EtOAc, and TEA (1 mL) was added to the mixture. The mixture was refluxed for 1 h. The mixture was poured into water at room temperature and extracted with EtOAc. The organic layer was separated, washed successively with w...